This data is from the Open Reaction Database (ORD), a public repository of structured organic reaction records. The task is: describe an organic reaction: reactants, conditions, products, and yield Starting materials: C=1N=C(C2=C(N1)N(C=N2)[C@H]3[C@@H]([C@@H]([C@H](O3)COP(=O)(O)OP(=O)(O)OC[C@@H]4[C@H]([C@H]([C@@H](O4)N5C=CCC(=C5)C(=O)N)O)O)O)OP(=O)(O)O)N (NADPH), C(C)#N (acetonitrile), ice, C=1N=C(C2=C(N1)N(C=N2)[C@H]3[C@@H]([C@@H]([C@H](O3)COP(=O)(O)OP(=O)(O)OC[C@@H]4[C@H]([C@H]([C@@H](O4)N5C=CCC(=C5)C(=O)N)O)O)O)OP(=O)(O)O)N (NADPH), [Mg+2].[Cl-].[Cl-] (MgCl2), C(CN(CC(=O)O)CC(=O)O)N(CC(=O)O)CC(=O)O (EDTA), C=1N=C(C2=C(N1)N(C=N2)[C@H]3[C@@H]([C@@H]([C@H](O3)COP(=O)(O)OP(=O)(O)OC[C@@H]4[C@H]([C@H]([C@@H](O4)N5C=CCC(=C5)C(=O)N)O)O)O)OP(=O)(O)O)N (NADPH). The solvent is P(=O)([O-])([O-])[O-].[Na+].[Na+].[Na+] (sodium phosphate). Conditions: time 20 minute. The product is N1C=C(C)C2=CC=CC=C12 (Skatole). RXN SMILES: C1N=C(N)C2N=CN([C@@H]3O[C@H](COP(OP(OC[C@H]4O[C@@H:29]([N:31]5[CH:36]=[C:35]([C:37](N)=O)[CH2:34][CH:33]=[CH:32]5)[C@H:28](O)[C@@H:27]4O)(O)=O)(O)=O)[C@@H](O)[C@H]3OP(O)(O)=O)C=2N=1.[Mg+2].[Cl-].[Cl-].C(N(CC(O)=O)CC(O)=O)CN(CC(O)=O)CC(O)=O.C(#N)C>P([O-])([O-])([O-])=O.[Na+].[Na+].[Na+]>[NH:31]1[C:29]2[C:34](=[CH:33][CH:32]=[CH:27][CH:28]=2)[C:35]([CH3:37])=[CH:36]1 |f:1.2.3,6.7.8.9|. Procedure details: Microsomal incubations. Two mg microsomal protein was incubated with 0.4 mM 3MI and 4 mM NADPH in 0.05M sodium phosphate buffer (pH 7.4) containing 5 mM MgCl2 and 1 mM EDTA for 30 min at 37.degree. C. (production of metabolites was determined to be linear over a range of 10 to 40 min). Incubation volumes were 0.5 ml. Reactions were started by the addition of NADPH after 3-minute preincubation periods at 37° C., and stopped with 0.5 ml of ice-cold acetonitrile. Incubations of all 30 samples were ... The reactants are CC(C)(C)O, Cc1ccc(CC(=O)O)cc1, CN(C)c1ccncc1, C(=NC1CCCCC1)=NC1CCCCC1, ClCCl. Product: Cc1ccc(CC(=O)OC(C)(C)C)cc1. As a reaction SMILES: [CH3:12][C:13]([CH3:14])([CH3:15])[OH:16].[CH3:1][c:2]1[cH:3][cH:4][c:5]([CH2:8][C:9](=[O:10])[OH:11])[cH:6][cH:7]1.[CH3:32][N:33]([c:34]1[cH:35][cH:36][n:37][cH:38][cH:39]1)[CH3:40].[CH:17]1([N:18]=[C:19]=[N:20][CH:21]2[CH2:22][CH2:23][CH2:24][CH2:25][CH2:26]2)[CH2:27][CH2:28][CH2:29][CH2:30][CH2:31]1.[Cl:41][CH2:42][Cl:43]>>[CH3:1][c:2]1[cH:3][cH:4][c:5]([CH2:8][C:9](=[O:10])[O:11][C:13]([CH3:12])([CH3:14])[CH3:15])[cH:6][cH:7]1. Reactants: O1COC2=C1C=CC(=C2)C2(CC2)C(=O)NC=2N=NC(=CC2)Cl (1-(benzo[d][1,3]dioxol-5-yl)-N-(6-chloropyridazin-3-yl)cyclopropanecarboxamide), solution, [Cl-].COC1=C(C[Zn+])C=CC=C1 ((2-methoxybenzyl)zinc(II) chloride), C1CCOC1 (THF). Reagents/catalysts: C1=CC=C(C=C1)P([C-]2C=CC=C2)C3=CC=CC=C3.C1=CC=C(C=C1)P([C-]2C=CC=C2)C3=CC=CC=C3.Cl[Pd]Cl.[Fe+2] ([1,1′-bis(diphenylphosphino)ferrocene]dichloropalladium(II)). Conditions: time 20 minute. Product: O1COC2=C1C=CC(=C2)C2(CC2)C(=O)NC=2N=NC(=CC2)CC2=C(C=CC=C2)OC (1-(benzo[d][1,3]dioxol-5-yl)-N-(6-(2-methoxybenzyl)pyridazin-3-yl)cyclopropanecarboxamide). Yield: 52.0%. As a reaction SMILES: [Cl-].[CH3:2][O:3][C:4]1[CH:11]=[CH:10][CH:9]=[CH:8][C:5]=1[CH2:6][Zn+].C1COCC1.[O:17]1[C:21]2[CH:22]=[CH:23][C:24]([C:26]3([C:29]([NH:31][C:32]4[N:33]=[N:34][C:35](Cl)=[CH:36][CH:37]=4)=[O:30])[CH2:28][CH2:27]3)=[CH:25][C:20]=2[O:19][CH2:18]1>C1C=CC(P(C2C=CC=CC=2)[C-]2C=CC=C2)=CC=1.C1C=CC(P(C2C=CC=CC=2)[C-]2C=CC=C2)=CC=1.Cl[Pd]Cl.[Fe+2]>[O:17]1[C:21]2[CH:22]=[CH:23][C:24]([C:26]3([C:29]([NH:31][C:32]4[N:33]=[N:34][C:35]([CH2:6][C:5]5[CH:8]=[CH:9][CH:10]=[CH:11][C:4]=5[O:3][CH3:2])=[CH:36][CH:37]=4)=[O:30])[CH2:28][CH2:27]3)=[CH:25][C:20]=2[O:19][CH2:18]1 |f:0.1,4.5.6.7|. Procedure details: To a 0.5 M solution of (2-methoxybenzyl)zinc(II) chloride in THF (0.8 mL, 0.4 mmol) was added [1,1′-bis(diphenylphosphino)ferrocene]dichloropalladium(II) (8 mg, 0.01 mmol) and the reaction was stirred under nitrogen for 20 minutes. 1-(benzo[d][1,3]dioxol-5-yl)-N-(6-chloropyridazin-3-yl)cyclopropanecarboxamide (32 mg, 0.1 mmol) was added and the reaction was irradiated in the microwave for 10 minutes at 150° C. The reaction was quenched with a saturated ammonium chloride solution (2 mL) and a sat... Reactants: CSC1=NN=CN1 (3-methylthio-4H-1,2,4-triazole), S(=O)(=O)(O[O-])[O-].[K+].[K+] (potassium peroxomonosulfate), C1CCOC1 (THF). Solvent: O (water). The product is CS(=O)(=O)C1=NNC=N1 (3-(methylsulfonyl)-1H-1,2,4-triazole). RXN SMILES: CS[C:3]1[NH:7][CH:6]=[N:5][N:4]=1.[S:8]([O-:13])(O[O-])(=O)=[O:9].[K+].[K+].[CH2:16]1COCC1>O>[CH3:16][S:8]([C:3]1[N:7]=[CH:6][NH:5][N:4]=1)(=[O:13])=[O:9] |f:1.2.3|. Procedure: To a stirred solution of 3-methylthio-4H-1,2,4-triazole (1.00 g; Oakwood Products, Inc., West Columbia, S.C.) in THF (20 mL) and water (20 mL) was added potassium peroxomonosulfate (Oxone®, DuPont Specialty Chemicals, Deepwater, N.J., USA) (10.7 g). After stirring at room temperature for a day, the reaction mixture was filtered and the filtercake was washed with THF. The filtrate was partitioned between water and ethyl acetate, the bilayer was separated and the aqueous portion was extracted twic... The product is BrC1=CC(=C(CC2C(N(CC2)[C@@H]2CC[C@H](CC2)F)=O)C=C1)Cl (3-(4-Bromo-2-chloro-benzyl)-trans-1-(4-fluoro-cyclohexyl)-pyrrolidin-2-one). Reported procedure: To a solution of trans-1-(4-fluoro-cyclohexyl)-pyrrolidin-2-one (Preparation 24) (20 mg, 0.11 mmol) in 3 mL dry THF, add 0.165 mL of 2M LDA (1.5 eq.) in THF dropwise at −78° C. Then, add 16 mg of 4-Bromo-1-bromomethyl-2-chloro-benzene (2 eq) at −78° C. Allow the resulting solution to stand at room temp for overnight. Quench the mixture with saturated aqueous NH4Cl and extract with CH2Cl2. Wash the organic layer with water, brine, dry over Na2SO4, filter and concentrate. Purify the crude material... Run at time 8 hour. The solvent is C1CCOC1 (THF), C1CCOC1 (THF). The reactants are BrC1=CC(=C(C=C1)CBr)Cl (4-Bromo-1-bromomethyl-2-chloro-benzene), F[C@@H]1CC[C@H](CC1)N1C(CCC1)=O (trans-1-(4-fluoro-cyclohexyl)-pyrrolidin-2-one), [Li+].CC(C)[N-]C(C)C (LDA). The yield is 48.0%. As a reaction SMILES: [F:1][C@H:2]1[CH2:7][CH2:6][C@H:5]([N:8]2[CH2:12][CH2:11][CH2:10][C:9]2=[O:13])[CH2:4][CH2:3]1.[Li+].CC([N-]C(C)C)C.[Br:22][C:23]1[CH:28]=[CH:27][C:26]([CH2:29]Br)=[C:25]([Cl:31])[CH:24]=1>C1COCC1>[Br:22][C:23]1[CH:28]=[CH:27][C:26]([CH2:29][CH:10]2[CH2:11][CH2:12][N:8]([C@H:5]3[CH2:6][CH2:7][C@H:2]([F:1])[CH2:3][CH2:4]3)[C:9]2=[O:13])=[C:25]([Cl:31])[CH:24]=1 |f:1.2|. The reactants are C1(CCCCC1)NC1=C(C=C2C(C(=CN(C2=C1)C1CCCC1)NC(C[C@H]1OC(OC1=O)(C)C)=O)=O)F (N-[7-(cyclohexylamino)-1-cyclopentyl-6-fluoro-4-oxo-1,4-dihydroquinolin-3-yl]-2-[(4R)-2,2-dimethyl-5-oxo-1,3-dioxolan-4-yl]acetamide), Cl (hydrochloric acid), Cl (hydrochloric acid), [OH-].[Na+] (sodium hydroxide). Run in C1CCOC1 (THF). Conditions: time 8 hour. Product: C1(CCCCC1)NC1=C(C=C2C(C(=CN(C2=C1)C1CCCC1)NC(C[C@H](C(=O)O)O)=O)=O)F ((2R)-4-{[7-(cyclohexylamino)-1-cyclopentyl-6-fluoro-4-oxo-1,4-dihydroquinolin-3-yl]amino}-2-hydroxy-4-oxobutanoic acid). Isolated yield 9.2%. As a reaction SMILES: [CH:1]1([NH:7][C:8]2[CH:17]=[C:16]3[C:11]([C:12](=[O:35])[C:13]([NH:23][C:24](=[O:34])[CH2:25][C@@H:26]4[C:30](=[O:31])[O:29]C(C)(C)[O:27]4)=[CH:14][N:15]3[CH:18]3[CH2:22][CH2:21][CH2:20][CH2:19]3)=[CH:10][C:9]=2[F:36])[CH2:6][CH2:5][CH2:4][CH2:3][CH2:2]1.Cl.[OH-].[Na+]>C1COCC1>[CH:1]1([NH:7][C:8]2[CH:17]=[C:16]3[C:11]([C:12](=[O:35])[C:13]([NH:23][C:24](=[O:34])[CH2:25][C@@H:26]([OH:27])[C:30]([OH:31])=[O:29])=[CH:14][N:15]3[CH:18]3[CH2:22][CH2:21][CH2:20][CH2:19]3)=[CH:10][C:9]=2[F:36])[CH2:6][CH2:5][CH2:4][CH2:3][CH2:2]1 |f:2.3|. Reported procedure: To a 1.0 ml THF-1.0 ml methanol mixed solution of 130 mg of N-[7-(cyclohexylamino)-1-cyclopentyl-6-fluoro-4-oxo-1,4-dihydroquinolin-3-yl]-2-[(4R)-2,2-dimethyl-5-oxo-1,3-dioxolan-4-yl]acetamide was added 0.3 ml of 1 M hydrochloric acid, followed by overnight stirring at room temperature. Then, 0.8 ml of aqueous 1M sodium hydroxide solution was added, followed by overnight stirring at room temperature. The resulting reaction mixture was neutralized with 1 M hydrochloric acid, and then the insolubl... The reactants are [N+](=O)([O-])C=1C=C(C(NC1)=O)C(F)(F)F (5-nitro-3-(trifluoromethyl)pyridin-2(1H)-one), P(=O)(Br)(Br)Br (POBr3), P(Br)(Br)Br (PBr3), BrBr (Br2), ice water. Conditions: temperature 100 celsius. Yields the product BrC1=NC=C(C=C1C(F)(F)F)[N+](=O)[O-] (2-bromo-5-nitro-3-(trifluoromethyl)pyridine). Isolated yield 88.0%. As a reaction SMILES: [N+:1]([C:4]1[CH:5]=[C:6]([C:11]([F:14])([F:13])[F:12])[C:7](=O)[NH:8][CH:9]=1)([O-:3])=[O:2].P(Br)(Br)([Br:17])=O.P(Br)(Br)Br.BrBr>>[Br:17][C:7]1[C:6]([C:11]([F:14])([F:13])[F:12])=[CH:5][C:4]([N+:1]([O-:3])=[O:2])=[CH:9][N:8]=1. Reported procedure: A mixture of 5-nitro-3-(trifluoromethyl)pyridin-2(1H)-one 3, POBr3 (1.5 equivalents), PBr3 (4 equivalents), and Br2 (2 equivalents) is heated to about 90-110° C. and is then poured into ice water. The mixture is neutralized and extracted. The combined organic phases are dried over Na2SO4 and all solvents removed under reduced pressure to obtain 2-bromo-5-nitro-3-(trifluoromethyl)pyridine 21 in a yield of 88%. The reactants are CC(=O)CC(C)C, O=c1[nH]c2ccccc2n1CCCCl, [Na+], [Na+], O=C([O-])[O-], O, c1ccc(C(c2ccccc2)N2CCNCC2)cc1. The product is O=c1[nH]c2ccccc2n1CCCN1CCN(C(c2ccccc2)c2ccccc2)CC1. RXN SMILES: [CH3:40][CH:41]([CH3:42])[CH2:43][C:44](=[O:45])[CH3:46].[Cl:1][CH2:2][CH2:3][CH2:4][n:5]1[c:6](=[O:14])[nH:7][c:8]2[c:9]1[cH:10][cH:11][cH:12][cH:13]2.[Na+:34].[Na+:35].[O-:36][C:37](=[O:38])[O-:39].[OH2:47].[c:15]1([CH:21]([N:22]2[CH2:23][CH2:24][NH:25][CH2:26][CH2:27]2)[c:28]2[cH:29][cH:30][cH:31][cH:32][cH:33]2)[cH:16][cH:17][cH:18][cH:19][cH:20]1>>[CH2:2]([CH2:3][CH2:4][n:5]1[c:6](=[O:14])[nH:7][c:8]2[c:9]1[cH:10][cH:11][cH:12][cH:13]2)[N:25]1[CH2:24][CH2:23][N:22]([CH:21]([c:15]2[cH:16][cH:17][cH:18][cH:19][cH:20]2)[c:28]2[cH:29][cH:30][cH:31][cH:32][cH:33]2)[CH2:27][CH2:26]1.